The task is: describe an organic reaction: reactants, conditions, products, and yield. This data is from the Open Reaction Database (ORD), a public repository of structured organic reaction records. The reactants are N1(CCCC1)C1=CC=C(C=C1)C1=NC(=NC(=N1)C(Cl)(Cl)Cl)N1C2CN(C(C1)CC2)C(=O)OC(C)(C)C (tert-butyl 5-(4-(4-(pyrrolidin-1-yl)phenyl)-6-(trichloromethyl)-1,3,5-triazin-2-yl)-2,5-diazabicyclo[2.2.2]octane-2-carboxylate), Cl (HCl), O1CCOCC1 (dioxane). The solvent is C(Cl)(Cl)Cl (CHCl3). The product is Cl.N1(CCCC1)C1=CC=C(C=C1)C1=NC(=NC(=N1)C(Cl)(Cl)Cl)N1C2CNC(C1)CC2 (2-(4-(4-(pyrrolidin-1-yl)phenyl)-6-(trichloromethyl)-1,3,5-triazin-2-yl)-2,5-diazabicyclo[2.2.2]octane hydrochloride). Isolated yield 181.3%. Reaction SMILES: [N:1]1([C:6]2[CH:11]=[CH:10][C:9]([C:12]3[N:17]=[C:16]([C:18]([Cl:21])([Cl:20])[Cl:19])[N:15]=[C:14]([N:22]4[CH2:27][CH:26]5[CH2:28][CH2:29][CH:23]4[CH2:24][N:25]5C(OC(C)(C)C)=O)[N:13]=3)=[CH:8][CH:7]=2)[CH2:5][CH2:4][CH2:3][CH2:2]1.Cl.O1CCOCC1>C(Cl)(Cl)Cl>[ClH:19].[N:1]1([C:6]2[CH:7]=[CH:8][C:9]([C:12]3[N:17]=[C:16]([C:18]([Cl:20])([Cl:19])[Cl:21])[N:15]=[C:14]([N:22]4[CH2:27][CH:26]5[CH2:28][CH2:29][CH:23]4[CH2:24][NH:25]5)[N:13]=3)=[CH:10][CH:11]=2)[CH2:5][CH2:4][CH2:3][CH2:2]1 |f:4.5|. Reported procedure: Deprotected a solution of the product of Step 1 (1.1 g, 1.98 mmol) in anhydrous CHCl3 (18 mL) with 4N HCl in dioxane (18 mL, 71.6 mmol) under N2. Stirred at room temperature for >18 h, then concentrated. Added diethyl ether (60 mL) and CH2Cl2 (5 mL) and stirred for 1 h. Filtered resulting solid, washed with ether and CH2Cl2, and dried to give the title compound (0.88 g) as a yellow solid. MS, calc'd=452.10. Obsv'd m/z: 453.10 (M+1). Starting materials: COC(=O)C(Cc1ccc([N+](=O)[O-])c(O)c1)NC(=O)OCc1ccccc1, [Cl-], [Fe], [NH4+]. Product: COC(=O)C(Cc1ccc(N)c(O)c1)NC(=O)OCc1ccccc1, Cl. RXN SMILES: [CH3:3][O:4][C:5]([CH:6]([CH2:7][c:8]1[cH:9][c:10]([OH:17])[c:11]([N+:14]([O-:15])=[O:16])[cH:12][cH:13]1)[NH:18][C:19](=[O:20])[O:21][CH2:22][c:23]1[cH:24][cH:25][cH:26][cH:27][cH:28]1)=[O:29].[Cl-:1].[Fe:30].[NH4+:2]>>[CH3:3][O:4][C:5]([CH:6]([CH2:7][c:8]1[cH:9][c:10]([OH:17])[c:11]([NH2:14])[cH:12][cH:13]1)[NH:18][C:19](=[O:20])[O:21][CH2:22][c:23]1[cH:24][cH:25][cH:26][cH:27][cH:28]1)=[O:29].[ClH:1]. Starting materials: [OH-].[Na+] (NaOH), C1(=CC=CC2=CC=CC=C12)CC#N (1-naphthylaceto-nitrile), ClC1=C(CSC#N)C=CC=C1 (2-chlorobenzyl thiocyanate), C(C)(C)[N-]C(C)C.[Li+] (lithium diisopropylamide). The solvent is C1=CC=CC=C1 (benzene). Reaction conditions: time 1 hour. Product: C1(=CC=CC2=CC=CC=C12)C(C#N)C#N (1-Naphthylmalononitrile). RXN SMILES: [C:1]1([CH2:11][C:12]#[N:13])[C:10]2[C:5](=[CH:6][CH:7]=[CH:8][CH:9]=2)[CH:4]=[CH:3][CH:2]=1.ClC1C=CC=CC=1CS[C:19]#[N:20].C([N-]C(C)C)(C)C.[Li+].[OH-].[Na+]>C1C=CC=CC=1>[C:1]1([CH:11]([C:19]#[N:20])[C:12]#[N:13])[C:10]2[C:5](=[CH:6][CH:7]=[CH:8][CH:9]=2)[CH:4]=[CH:3][CH:2]=1 |f:2.3,4.5|. Procedure: With stirring and cooling, 0.3 mol of 1-naphthylaceto-nitrile and then, dropwise, 0.6 mol of 2-chlorobenzyl thiocyanate are added to a solution of 0.65 mol of lithium diisopropylamide in benzene. After one hour, the reaction mixture is introduced into 1 l of 0.3 molar NaOH, and the mixture is allowed to stand for a while and then the two phases which are formed are separated. The aqueous solution is neutralized by adding hydrochloric acid and allowed to stand overnight. The precipitated product ... Starting materials: FC=1C=C(C=CC1)N (3-fluoro-phenylamine), [H-].[Na+] (sodium hydride), COC(CC1=CC=C(C=C1)OC)=O ((4-methoxy-phenyl)-acetic acid methyl ester), 22a. The solvent is CS(=O)C (DMSO). Yields the product FC=1C=C(C=CC1)NC(CC1=CC=C(C=C1)OC)=O (N-(3-fluoro-phenyl)-2-(4-methoxy-phenyl)-acetamide), 23a. Reaction SMILES: CO[C:3](=[O:13])[CH2:4][C:5]1[CH:10]=[CH:9][C:8]([O:11][CH3:12])=[CH:7][CH:6]=1.[F:14][C:15]1[CH:16]=[C:17]([NH2:21])[CH:18]=[CH:19][CH:20]=1.[H-].[Na+]>CS(C)=O>[F:14][C:15]1[CH:16]=[C:17]([NH:21][C:3](=[O:13])[CH2:4][C:5]2[CH:6]=[CH:7][C:8]([O:11][CH3:12])=[CH:9][CH:10]=2)[CH:18]=[CH:19][CH:20]=1 |f:2.3|. Reported procedure: Using the procedure for Example 22, (4-methoxy-phenyl)-acetic acid methyl ester Compound 22a was reacted with 3-fluoro-phenylamine and sodium hydride in DMSO at room temperature to provide N-(3-fluoro-phenyl)-2-(4-methoxy-phenyl)-acetamide Compound 23a. Compound 23a was reacted with borotribromide in dichloromethane to yield N-(3-fluoro-phenyl)-2-(4-hydroxy-phenyl)-acetamide Compound 23b. Reactants: S1C(=NC=C1)C1=C2CC(NC2=CC=C1)=O (4-Thiazol-2-yl-1,3dihydro-indol-2-one), CC1=C(NC(=C1C(=O)N1CCN(CC1)C)C)C=O (3,5-dimethyl-4-(4-methylpiperazine-1-carbonyl)-1H-pyrrole-2-carbaldehyde). The product is CC1=C(NC(=C1C(=O)N1CCN(CC1)C)C)C=C1C(NC2=CC=CC(=C12)C=1SC=CN1)=O (3-[3,5-Dimethyl-4-(4-methylpiperazine-1-carbonyl)-1H-pyrrol-2-ylmethylene]-4-thiazol-2-yl-1,3-dihydroindol-2-one). Reaction SMILES: [S:1]1[CH:5]=[CH:4][N:3]=[C:2]1[C:6]1[CH:14]=[CH:13][CH:12]=[C:11]2[C:7]=1[CH2:8][C:9](=[O:15])[NH:10]2.[CH3:16][C:17]1[C:21]([C:22]([N:24]2[CH2:29][CH2:28][N:27]([CH3:30])[CH2:26][CH2:25]2)=[O:23])=[C:20]([CH3:31])[NH:19][C:18]=1[CH:32]=O>>[CH3:16][C:17]1[C:21]([C:22]([N:24]2[CH2:25][CH2:26][N:27]([CH3:30])[CH2:28][CH2:29]2)=[O:23])=[C:20]([CH3:31])[NH:19][C:18]=1[CH:32]=[C:8]1[C:7]2[C:11](=[CH:12][CH:13]=[CH:14][C:6]=2[C:2]2[S:1][CH:5]=[CH:4][N:3]=2)[NH:10][C:9]1=[O:15]. Reported procedure: 4-Thiazol-2-yl-1,3dihydro-indol-2-one (54 mg, 0.25 mmol) was condensed with 3,5-dimethyl-4-(4-methylpiperazine-1-carbonyl)-1H-pyrrole-2-carbaldehyde (69 mg, 0.275 mmol) to give the title compound. Starting materials: O (water), [Cl-].[Li+] (Lithium chloride), O (water), C(CCCCC=C)C(C(=O)OCC)(C(=O)OCC)CCCC(C(C(C(F)(F)F)(F)F)(F)F)(F)F (diethyl 2-(6-heptenyl)-2-(4,4,5,5,6,6,7,7,7-nonafluoroheptyl)malonate). Solvent: CS(=O)C (dimethyl sulfoxide). Run at time 12 hour. The product is FC(CCCC(C(=O)OCC)CCCCCC=C)(C(C(C(F)(F)F)(F)F)(F)F)F (ethyl 2-(4,4,5,5,6,6,7,7,7-nonafluoroheptyl)-8-nonenoate). The yield is 44.5%. Reaction SMILES: [Cl-].[Li+].O.[CH2:4]([C:11]([CH2:22][CH2:23][CH2:24][C:25]([F:37])([F:36])[C:26]([F:35])([F:34])[C:27]([F:33])([F:32])[C:28]([F:31])([F:30])[F:29])(C(OCC)=O)[C:12]([O:14][CH2:15][CH3:16])=[O:13])[CH2:5][CH2:6][CH2:7][CH2:8][CH:9]=[CH2:10]>CS(C)=O>[F:36][C:25]([F:37])([C:26]([F:34])([F:35])[C:27]([F:32])([F:33])[C:28]([F:29])([F:31])[F:30])[CH2:24][CH2:23][CH2:22][CH:11]([CH2:4][CH2:5][CH2:6][CH2:7][CH2:8][CH:9]=[CH2:10])[C:12]([O:14][CH2:15][CH3:16])=[O:13] |f:0.1|. Procedure details: Lithium chloride (985 mg, 23.24 mmol) and water (0.21 ml, 11.62 mmol) were added to a solution of diethyl 2-(6-heptenyl)-2-(4,4,5,5,6,6,7,7,7-nonafluoroheptyl)malonate (6.0 g, 11.62 mmol) in dimethyl sulfoxide (40 ml) followed by stirring for 12 hours at a temperature of 160° C. to 180° C. After the reaction was completed, water was added to the reaction mixture, which was then extracted with ethyl acetate. The organic layer was washed with water and saturated aqueous sodium chloride, and then d... The reactants are CCOCC, CCCCCC, O=Cc1ccccc1Cl, c1ccc2scnc2c1. Product: OC(c1nc2ccccc2s1)c1ccccc1Cl. RXN SMILES: [CH3:10][CH2:11][O:12][CH2:13][CH3:14].[CH3:24][CH2:25][CH2:26][CH2:27][CH2:28][CH3:29].[Cl:15][c:16]1[c:17]([CH:18]=[O:19])[cH:20][cH:21][cH:22][cH:23]1.[cH:1]1[cH:2][cH:3][c:4]2[s:5][cH:6][n:7][c:8]2[cH:9]1>>[cH:1]1[cH:2][cH:3][c:4]2[s:5][c:6]([CH:18]([c:17]3[c:16]([Cl:15])[cH:23][cH:22][cH:21][cH:20]3)[OH:19])[n:7][c:8]2[cH:9]1. Starting materials: CC1(C)OB(c2c(CBr)ccc3ccccc23)OC1(C)C, [Li]CCCC, CN(C)C=O, O, CC(C)(C)OC(=O)Nc1ccccc1. The product is CC(C)(C)OC(=O)N(Cc1ccc2ccccc2c1B1OC(C)(C)C(C)(C)O1)c1ccccc1. Reaction SMILES: [Br:20][CH2:21][c:22]1[c:23]([B:32]2[O:33][C:34]([CH3:39])([CH3:40])[C:35]([CH3:37])([CH3:38])[O:36]2)[c:24]2[cH:25][cH:26][cH:27][cH:28][c:29]2[cH:30][cH:31]1.[CH3:15][CH2:16][CH2:17][CH2:18][Li:19].[O:42]=[CH:43][N:44]([CH3:45])[CH3:46].[OH2:41].[c:1]1([NH:7][C:8]([O:9][C:10]([CH3:11])([CH3:12])[CH3:13])=[O:14])[cH:2][cH:3][cH:4][cH:5][cH:6]1>>[c:1]1([N:7]([C:8]([O:9][C:10]([CH3:11])([CH3:12])[CH3:13])=[O:14])[CH2:21][c:22]2[c:23]([B:32]3[O:33][C:34]([CH3:39])([CH3:40])[C:35]([CH3:37])([CH3:38])[O:36]3)[c:24]3[cH:25][cH:26][cH:27][cH:28][c:29]3[cH:30][cH:31]2)[cH:2][cH:3][cH:4][cH:5][cH:6]1. The reactants are C(CCC)[Li] (n-butyl lithium), FC(C(=O)C(F)(F)F)(F)F (hexafluoroacetone), C([O-])(O)=O.[Na+] (sodium bicarbonate), CC(C)C=1N=CN(C1C1=CC=C(C=C1)SC)C(C)OCC (4-(1-methyethyl)-5-(4-methylthiophenyl)-1-(α-ethoxyethyl)imidazole), CN(CCN(C)C)C (tetramethylethylenediamine). The solvent is CCCCCC (hexane), O1CCCC1 (tetrahydrofuran). Conditions: temperature -78 celsius, time 1 hour. Yields the product CC(C)C=1N=C(NC1C1=CC=C(C=C1)SC)C(O)(C(F)(F)F)C(F)(F)F (4-(1-Methylethyl)-5(4-methylthiophenyl)α,α-bis(trifluoromethyl)-1H-imidazole-2-methanol). Isolated yield 59.0%. RXN SMILES: [CH3:1][CH:2]([C:4]1[N:5]=[CH:6][N:7](C(OCC)C)[C:8]=1[C:9]1[CH:14]=[CH:13][C:12]([S:15][CH3:16])=[CH:11][CH:10]=1)[CH3:3].CN(C)CCN(C)C.C([Li])CCC.[F:35][C:36]([F:44])([F:43])[C:37]([C:39]([F:42])([F:41])[F:40])=[O:38].C(=O)(O)[O-].[Na+]>O1CCCC1.CCCCCC>[CH3:3][CH:2]([C:4]1[N:5]=[C:6]([C:37]([C:39]([F:42])([F:41])[F:40])([C:36]([F:44])([F:43])[F:35])[OH:38])[NH:7][C:8]=1[C:9]1[CH:10]=[CH:11][C:12]([S:15][CH3:16])=[CH:13][CH:14]=1)[CH3:1] |f:4.5|. Procedure details: To a stirred solution of 4-(1-methyethyl)-5-(4-methylthiophenyl)-1-(α-ethoxyethyl)imidazole (9.8 g, 32.2 mmol) in 110 ml of dry tetrahydrofuran was added 4.31 g (37.1 mmoles) of tetramethylethylenediamine. The reaction mixture was cooled to -78° C. and 32.24 ml of 1.65M n-butyl lithium in hexane was added dropwise via an addition funnel. After stirring the mixture an additional 20 minutes, hexafluoroacetone (9.0 ml) was condensed and added dropwise. The mixture was stirred at -78° C. for 1 hour ...